Task: describe an organic reaction: reactants, conditions, products, and yield. Dataset: the Open Reaction Database (ORD), a public repository of structured organic reaction records The reactants are N(=[N+]=[N-])C(C)C1=NC=CN=C1 (2-(1-Azidoethyl)pyrazine). The reagents and catalysts are [Pd] (palladium on carbon). Run in C(C)O (ethanol). The product is NC(C)C1=NC=CN=C1 (2-(1-aminoethyl)pyrazine). The yield is 88.1%. RXN SMILES: [N:1]([CH:4]([C:6]1[CH:11]=[N:10][CH:9]=[CH:8][N:7]=1)[CH3:5])=[N+]=[N-]>[Pd].C(O)C>[NH2:1][CH:4]([C:6]1[CH:11]=[N:10][CH:9]=[CH:8][N:7]=1)[CH3:5]. Procedure details: 2-(1-Azidoethyl)pyrazine (0.77 g) and 10% palladium on carbon (0.075 g) were stirred in ethanol (40 mL) under an atmosphere of hydrogen at room temperature for 2 h. The mixture was filtered through a pad of celite and the filtrate concentrated under reduced pressure to yield 2-(1-aminoethyl)pyrazine (0.56 g) as a pale oil